This data is from the Open Reaction Database (ORD), a public repository of structured organic reaction records. The task is: describe an organic reaction: reactants, conditions, products, and yield The reactants are Residue, C([O-])([O-])=O.[K+].[K+] (Potassium carbonate), BrC1=NNC2=C(C=C(C(=C12)CO)C[C@H](C(=O)OC)CC(=O)OC)Br ((S)-Dimethyl 2-((3,7-dibromo-4-(hydroxymethyl)-1H-indazol-5-yl)methyl)succinate), S(=O)(Cl)Cl (thionyl chloride), FC(CN)(F)F (2,2,2-trifluoroethylamine), C(C)(=O)O (Acetic acid). Solvent: C(C)#N (acetonitrile), C(C)(=O)OCC (ethyl acetate). Reaction conditions: time 4 hour. The product is BrC1=NNC=2C(=CC3=C(C12)CN(C([C@@H](C3)CC(=O)OC)=O)CC(F)(F)F)Br ((S)-methyl 2-(1, 4-dibromo-8-oxo-9-(2,2,2-trifluoroethyl)-3,6,7,8,9,10-hexahydroazepino[3, 4-e]indazol-7-yl)acetate). Yield: 45.0%. RXN SMILES: [Br:1][C:2]1[C:10]2[C:5](=[C:6]([Br:24])[CH:7]=[C:8]([CH2:13][C@@H:14]([CH2:19][C:20]([O:22][CH3:23])=[O:21])[C:15]([O:17]C)=O)[C:9]=2[CH2:11]O)[NH:4][N:3]=1.S(Cl)(Cl)=O.C(=O)([O-])[O-].[K+].[K+].[F:35][C:36]([F:40])([F:39])[CH2:37][NH2:38].C(O)(=O)C>C(#N)C.C(OCC)(=O)C>[Br:1][C:2]1[C:10]2[C:9]3[CH2:11][N:38]([CH2:37][C:36]([F:40])([F:39])[F:35])[C:15](=[O:17])[C@H:14]([CH2:19][C:20]([O:22][CH3:23])=[O:21])[CH2:13][C:8]=3[CH:7]=[C:6]([Br:24])[C:5]=2[NH:4][N:3]=1 |f:2.3.4|. Procedure: (S)-Dimethyl 2-((3,7-dibromo-4-(hydroxymethyl)-1H-indazol-5-yl)methyl)succinate (460 mg, 0.991 mmol) was dissolved in thionyl chloride (2.0 M. in dichloromethane) (496 μl, 0.992 mmol). Reaction stirred at room temperature for 4 hours. Mixture was concentrated by roto-vap. Residue was dissolved in ethyl acetate. Material was washed twice with aqueous sodium bicarbonate and the aqueous phase was discarded. Organics were dried MgSO4, filtered and then concentrated to dryness. Residue (415 mg, 0.860... Reported procedure: A procedure similar to that described in Example 12 was repeated, except that 4.1 g of 5-{4-(1-methylimidazo[4,5-b]pyridin-2-ylmethoxy)benzyl}-3-triphenylmethylthiazolidine-2,4-dione (prepared as described in Preparation 31) and 160 ml of a 3: 1 by volume mixture of acetic acid and water were used, to give the title compound as a crude product. This crude product was crystallized by trituration with ethyl acetate, to give 1.45 g of the title compound, melting at 231°-232° C. Yields the product CN1C(=NC2=NC=CC=C21)COC2=CC=C(CC1C(NC(S1)=O)=O)C=C2 (5-{4-(1-Methylimidazo[4,5-b]pyridin-2-ylmethoxy)benzyl}thiazolidine-2,4-dione). The reactants are CN1C(=NC2=NC=CC=C21)COC2=CC=C(CC1C(N(C(S1)=O)C(C1=CC=CC=C1)(C1=CC=CC=C1)C1=CC=CC=C1)=O)C=C2 (5-{4-(1-methylimidazo[4,5-b]pyridin-2-ylmethoxy)benzyl}-3-triphenylmethylthiazolidine-2,4-dione), C(C)(=O)O (acetic acid). Solvent: O (water). RXN SMILES: [CH3:1][N:2]1[C:10]2[C:5](=[N:6][CH:7]=[CH:8][CH:9]=2)[N:4]=[C:3]1[CH2:11][O:12][C:13]1[CH:45]=[CH:44][C:16]([CH2:17][CH:18]2[S:22][C:21](=[O:23])[N:20](C(C3C=CC=CC=3)(C3C=CC=CC=3)C3C=CC=CC=3)[C:19]2=[O:43])=[CH:15][CH:14]=1.C(O)(=O)C>O>[CH3:1][N:2]1[C:10]2[C:5](=[N:6][CH:7]=[CH:8][CH:9]=2)[N:4]=[C:3]1[CH2:11][O:12][C:13]1[CH:14]=[CH:15][C:16]([CH2:17][CH:18]2[S:22][C:21](=[O:23])[NH:20][C:19]2=[O:43])=[CH:44][CH:45]=1. Starting materials: ONC(=N)C1=CC=C(C=C1)CC(C(=O)O)C1=CC(=CC=C1)C(F)(F)F (3-[4-(N-hydroxycarbamimidoyl)-phenyl]-2-(3-trifluoromethyl-phenyl)-propionic acid), CC(=O)C (acetone). Reaction SMILES: [OH:1][NH:2][C:3]([C:5]1[CH:10]=[CH:9][C:8]([CH2:11][CH:12]([C:16]2[CH:21]=[CH:20][CH:19]=[C:18]([C:22]([F:25])([F:24])[F:23])[CH:17]=2)[C:13]([OH:15])=[O:14])=[CH:7][CH:6]=1)=[NH:4].[CH3:26][C:27]([CH3:29])=O>>[CH3:26][C:27]1([CH3:29])[O:1][N:2]=[C:3]([C:5]2[CH:6]=[CH:7][C:8]([CH2:11][CH:12]([C:16]3[CH:21]=[CH:20][CH:19]=[C:18]([C:22]([F:24])([F:23])[F:25])[CH:17]=3)[C:13]([OH:15])=[O:14])=[CH:9][CH:10]=2)[NH:4]1. Reported procedure: A solution of 3-[4-(N-hydroxycarbamimidoyl)-phenyl]-2-(3-trifluoromethyl-phenyl)-propionic acid (200 mg, 0.57 mmol, example 258/259 b 1)) in acetone (50 ml) was refluxed for 8 hours per day for five days. The reaction mixture was evaporated in vacuo and the residue was purified by prep. HPLC (HPLC conditions: Purospher(R)Star HP-18e (10 μm), acetonitrile/water+1% TFA, 10% to 100% acetonitrile) to give 90 mg of the desired product (40%). MS m/z: 393.1 (M+H)+. Isolated yield 40.0%. Yields the product CC1(NC(=NO1)C1=CC=C(C=C1)CC(C(=O)O)C1=CC(=CC=C1)C(F)(F)F)C (3-[4-(5,5-Dimethyl-4,5-dihydro-[1,2,4]oxadiazol-3-yl)-phenyl]-2-(3-trifluoromethyl-phenyl)propionic acid). Starting materials: CNC=1C(=CC(=CC1)[N+](=O)[O-])N (N1-Methyl-4-nitro-benzene-1,2-diamine), C(C1=CC=CC=C1)N=C=S (benzyl isothiocyanate). The product is C(C1=CC=CC=C1)NC1=NC2=C(N1C)C=CC(=C2)[N+](=O)[O-] (N-Benzyl-1-methyl-5-nitro-1H-benzimidazol-2-amine). The yield is 70.8%. As a reaction SMILES: [CH3:1][NH:2][C:3]1[C:4]([NH2:12])=[CH:5][C:6]([N+:9]([O-:11])=[O:10])=[CH:7][CH:8]=1.[CH2:13]([N:20]=[C:21]=S)[C:14]1[CH:19]=[CH:18][CH:17]=[CH:16][CH:15]=1>>[CH2:13]([NH:20][C:21]1[N:2]([CH3:1])[C:3]2[CH:8]=[CH:7][C:6]([N+:9]([O-:11])=[O:10])=[CH:5][C:4]=2[N:12]=1)[C:14]1[CH:19]=[CH:18][CH:17]=[CH:16][CH:15]=1. Procedure details: N1-Methyl-4-nitro-benzene-1,2-diamine (2.0 g, 12.0 mmol) and benzyl isothiocyanate (1.75 ml, 13.2 mmol) were coupled using the procedure of example one part B to give the title compound as a yellow solid (2.4 g, 71%). 1H NMR (300 MHz, d6-DMSO) δ 7.97 (d, J=2.4 Hz, 1H), 7.90 (dd, J=8.7 and 2.4 Hz, 1H), 7.77 (t, J=5.7 Hz, 1H), 7.21-7.41 (m, 6H), 4.63 (d, J=5.7 Hz, 2H), 3.62 (s, 3H) ppm. Yields the product ClC1=CC=C2C=CC(=NC2=C1)COC=1C=C(COC2=CC=C3CCC(NC3=C2)=O)C=CC1 (7-[3-(7-chloro-2-quinolinylmethoxy)benzyloxy]-1,2,3,4-tetrahydroquinolin-2-one), powder. Run at time 3 day. Reagents/catalysts: [Br-].C(CCC)[N+](CCCC)(CCCC)CCCC (tetra-n-butylammonium bromide). Reaction SMILES: [OH:1][C:2]1[CH:11]=[C:10]2[C:5]([CH2:6][C:7](=O)[CH2:8][NH:9]2)=[CH:4][CH:3]=1.[Cl:13][C:14]1[CH:23]=[C:22]2[C:17]([CH:18]=[CH:19][C:20]([CH2:24][O:25][C:26]3[CH:27]=[C:28]([CH:31]=[CH:32][CH:33]=3)[CH2:29]Cl)=[N:21]2)=[CH:16][CH:15]=1.CN(C=[O:38])C>[Br-].C([N+](CCCC)(CCCC)CCCC)CCC>[Cl:13][C:14]1[CH:23]=[C:22]2[C:17]([CH:18]=[CH:19][C:20]([CH2:24][O:25][C:26]3[CH:27]=[C:28]([CH:31]=[CH:32][CH:33]=3)[CH2:29][O:1][C:2]3[CH:11]=[C:10]4[C:5]([CH2:6][CH2:7][C:8](=[O:38])[NH:9]4)=[CH:4][CH:3]=3)=[N:21]2)=[CH:16][CH:15]=1 |f:3.4|. Procedure details: A mixture of 0.326 g (2 mmol) of 7-hydroxy-1,2,3,4-tetrahydroquinolin-3-one, 0.609 g (5 mmol) of K2 CO3, 0.075 g (0.25 mmol) of tetra-n-butylammonium bromide, 40 ml of DMF and 0.636 g (2 mmol) of 3-(7-chloro-2-quinolinylmethoxy)benzyl chloride was stirred at room temperature for 3 days. Insoluble matter was removed and the solvent was then distilled off. The residue was subjected to chromatography on a silica gel column. Subsequent to elution with CHCl3, recrystallization was conducted from acet... Starting materials: OC1=CC=C2CC(CNC2=C1)=O (7-hydroxy-1,2,3,4-tetrahydroquinolin-3-one), ClC1=CC=C2C=CC(=NC2=C1)COC=1C=C(CCl)C=CC1 (3-(7-chloro-2-quinolinylmethoxy)benzyl chloride), CN(C)C=O (DMF). Isolated yield 27.6%. The reactants are O=C1CCC(=O)N1Br, ClC(Cl)(Cl)Cl, COC(=O)c1cc(Br)ccc1C, COC(=O)c1cccc(Br)c1CBr, CC(C)(C#N)N=NC(C)(C)C#N. Product: COC(=O)c1cc(Br)ccc1CBr. RXN SMILES: [Br:13][N:14]1[C:15](=[O:16])[CH2:17][CH2:18][C:19]1=[O:20].[C:46]([Cl:47])([Cl:48])([Cl:49])[Cl:50].[CH3:1][O:2][C:3]([c:4]1[c:5]([CH3:11])[cH:6][cH:7][c:8]([Br:10])[cH:9]1)=[O:12].[CH3:33][O:34][C:35](=[O:36])[c:37]1[cH:38][cH:39][cH:40][c:41]([Br:42])[c:43]1[CH2:44][Br:45].[N:21]#[C:22][C:23]([N:24]=[N:25][C:26]([C:27]#[N:28])([CH3:29])[CH3:30])([CH3:31])[CH3:32]>>[CH3:1][O:2][C:3]([c:4]1[c:5]([CH2:11][Br:13])[cH:6][cH:7][c:8]([Br:10])[cH:9]1)=[O:12]. Reactants: N#N.S(=O)(=O)(C1=CC=CC=2C(N(C)C)=CC=CC12)N[C@@H](CCCNC(N)=N)C(=O)O (N2 dansyl-L-arginine), O.C1(=CC=C(C=C1)S(=O)(=O)O)C (p-toluenesulfonic acid monohydrate), ClCCCO (3-chloro-1-propanol), C1=CC=CC=C1 (benzene). Reaction conditions: temperature 100 celsius. Yields the product N#N.C1(=CC=C(C=C1)S(=O)(=O)O)C.C1(=CC=C(C=C1)S(=O)(=O)O)C.ClCCCOC([C@@H](NS(=O)(=O)C1=CC=CC=2C(N(C)C)=CC=CC12)CCCNC(N)=N)=O (N2 dansyl-L-arginine 3-chloropropyl ester di(p-toluenesulfonate)). Isolated yield 88.0%. As a reaction SMILES: [N:1]#[N:2].[S:3]([NH:19][C@H:20]([C:28]([OH:30])=[O:29])[CH2:21][CH2:22][CH2:23][NH:24][C:25](=[NH:27])[NH2:26])([C:6]1[C:18]2[CH:17]=[CH:16][CH:15]=[C:11]([N:12]([CH3:14])[CH3:13])[C:10]=2[CH:9]=[CH:8][CH:7]=1)(=[O:5])=[O:4].O.[C:32]1([CH3:42])[CH:37]=[CH:36][C:35]([S:38]([OH:41])(=[O:40])=[O:39])=[CH:34][CH:33]=1.C1C=CC=CC=1.[Cl:49][CH2:50][CH2:51][CH2:52]O>>[N:1]#[N:2].[C:32]1([CH3:42])[CH:33]=[CH:34][C:35]([S:38]([OH:41])(=[O:39])=[O:40])=[CH:36][CH:37]=1.[C:32]1([CH3:42])[CH:33]=[CH:34][C:35]([S:38]([OH:41])(=[O:39])=[O:40])=[CH:36][CH:37]=1.[Cl:49][CH2:50][CH2:51][CH2:52][O:29][C:28](=[O:30])[C@H:20]([CH2:21][CH2:22][CH2:23][NH:24][C:25](=[NH:26])[NH2:27])[NH:19][S:3]([C:6]1[C:18]2[CH:17]=[CH:16][CH:15]=[C:11]([N:12]([CH3:13])[CH3:14])[C:10]=2[CH:9]=[CH:8][CH:7]=1)(=[O:4])=[O:5] |f:0.1,2.3,6.7.8.9|. Procedure details: A mixture of 1.0 gram of N2 -dansyl-L-arginine and 1.4 gram of p-toluenesulfonic acid monohydrate in 10 ml of 3-chloro-1-propanol was heated for 30 minutes at 100° C. To the thus obtained clear solution, 100 ml of benzene was added, and the mixture was refluxed for 5 hours, removing water by azeotropic distillation. After the solvent was removed by distillation, 100 ml of ethyl ether was added to the residue to give a crystalline mass. Crystallization from acetone gave N2 -dansyl-L-arginine 3-ch...